describe an organic reaction: reactants, conditions, products, and yield From a dataset of the Open Reaction Database (ORD), a public repository of structured organic reaction records. The reactants are CC(C)CN(C)c1cc(NC(=O)OC(C)(C)C)c(N)cc1C(F)(F)F, CC(C)(C)OC(=O)CC(=O)c1cccc(-n2cncn2)c1. Yields the product CC(C)CN(C)c1cc(NC(=O)OC(C)(C)C)c(NC(=O)CC(=O)c2cccc(-n3cncn3)c2)cc1C(F)(F)F. RXN SMILES: [C:1]([CH3:2])([CH3:3])([CH3:4])[O:5][C:6]([NH:7][c:8]1[c:9]([NH2:24])[cH:10][c:11]([C:20]([F:21])([F:22])[F:23])[c:12]([N:14]([CH3:15])[CH2:16][CH:17]([CH3:18])[CH3:19])[cH:13]1)=[O:25].[C:26]([CH3:28])([CH3:29])([O:30][C:31](=[O:27])[CH2:32][C:33]([c:34]1[cH:35][c:36](-[n:40]2[n:41][cH:42][n:43][cH:44]2)[cH:37][cH:38][cH:39]1)=[O:45])[CH3:46]>>[C:1]([CH3:2])([CH3:3])([CH3:4])[O:5][C:6]([NH:7][c:8]1[c:9]([NH:24][C:31](=[O:30])[CH2:32][C:33]([c:34]2[cH:35][c:36](-[n:40]3[n:41][cH:42][n:43][cH:44]3)[cH:37][cH:38][cH:39]2)=[O:45])[cH:10][c:11]([C:20]([F:21])([F:22])[F:23])[c:12]([N:14]([CH3:15])[CH2:16][CH:17]([CH3:18])[CH3:19])[cH:13]1)=[O:25].